describe an organic reaction: reactants, conditions, products, and yield From a dataset of the Open Reaction Database (ORD), a public repository of structured organic reaction records. The reactants are COc1c(Br)cccc1CN1C(=O)c2ccccc2C1=O, CCO, NN, O. Yields the product COc1c(Br)cccc1CN. RXN SMILES: [Br:4][c:5]1[c:6]([O:23][CH3:24])[c:7]([CH2:11][N:12]2[C:13](=[O:14])[c:15]3[c:16]([cH:17][cH:18][cH:19][cH:20]3)[C:21]2=[O:22])[cH:8][cH:9][cH:10]1.[CH3:25][CH2:26][OH:27].[NH2:2][NH2:3].[OH2:1]>>[Br:4][c:5]1[c:6]([O:23][CH3:24])[c:7]([CH2:11][NH2:12])[cH:8][cH:9][cH:10]1. Reactants: ClC1=NC=C(C(=C1)I)C(F)(F)F (2-chloro-4-iodo-5-(trifluoromethyl)pyridine), N1=C(N=CC=C1)C1=C(N=CS1)N (5-(pyrimidin-2-yl)thiazol-4-amine), CC1(C2=C(C(=CC=C2)P(C3=CC=CC=C3)C4=CC=CC=C4)OC5=C(C=CC=C51)P(C6=CC=CC=C6)C7=CC=CC=C7)C (xantphos), C([O-])([O-])=O.[Cs+].[Cs+] (cesium carbonate). Reagents/catalysts: C=1C=CC(=CC1)/C=C/C(=O)/C=C/C2=CC=CC=C2.C=1C=CC(=CC1)/C=C/C(=O)/C=C/C2=CC=CC=C2.C=1C=CC(=CC1)/C=C/C(=O)/C=C/C2=CC=CC=C2.[Pd].[Pd] (Pd2(dba)3). The solvent is O1CCOCC1 (dioxane). Yields the product ClC1=NC=C(C(=C1)NC=1N=CSC1C1=NC=CC=N1)C(F)(F)F (N-(2-chloro-5-(trifluoromethyl)pyridin-4-yl)-5-(pyrimidin-2-yl)thiazol-4-amine). Reaction SMILES: [Cl:1][C:2]1[CH:7]=[C:6](I)[C:5]([C:9]([F:12])([F:11])[F:10])=[CH:4][N:3]=1.[N:13]1[CH:18]=[CH:17][CH:16]=[N:15][C:14]=1[C:19]1[S:23][CH:22]=[N:21][C:20]=1[NH2:24].CC1(C)C2C(=C(P(C3C=CC=CC=3)C3C=CC=CC=3)C=CC=2)OC2C(P(C3C=CC=CC=3)C3C=CC=CC=3)=CC=CC1=2.C(=O)([O-])[O-].[Cs+].[Cs+]>O1CCOCC1.C1C=CC(/C=C/C(/C=C/C2C=CC=CC=2)=O)=CC=1.C1C=CC(/C=C/C(/C=C/C2C=CC=CC=2)=O)=CC=1.C1C=CC(/C=C/C(/C=C/C2C=CC=CC=2)=O)=CC=1.[Pd].[Pd]>[Cl:1][C:2]1[CH:7]=[C:6]([NH:24][C:20]2[N:21]=[CH:22][S:23][C:19]=2[C:14]2[N:15]=[CH:16][CH:17]=[CH:18][N:13]=2)[C:5]([C:9]([F:12])([F:11])[F:10])=[CH:4][N:3]=1 |f:3.4.5,7.8.9.10.11|. Procedure details: Method A was applied to a mixture of 2-chloro-4-iodo-5-(trifluoromethyl)pyridine (69 mg, 0.22 mmol), 5-(pyrimidin-2-yl)thiazol-4-amine (26 mg, 0.15 mmol), Pd2(dba)3 (17 mg, 0.019 mmol), xantphos (14 mg, 0.029 mmol) and cesium carbonate (97 mg, 0.30 mmol) in dioxane (3.5 ml). Reactants: C(C=C)Cl (allyl chloride), C=1(C(O)=CC=C(CC=C)C1)OC (eugenol), N#N (N2), [OH-].[Na+] (NaOH). Run in CC(C)O (2-propanol), O (water). Conditions: time 10 minute. The product is COC1=C(OCC=C)C=CC(=C1)CC=C (3-[2-methoxy-4-(2-propenyl)phenoxy]propene). Isolated yield 83.1%. RXN SMILES: [C:1]1([O:11][CH3:12])[C:2](=[CH:4][CH:5]=[C:6]([CH:10]=1)[CH2:7][CH:8]=[CH2:9])[OH:3].N#N.[OH-].[Na+].[CH2:17](Cl)[CH:18]=[CH2:19]>O.CC(O)C>[CH3:12][O:11][C:1]1[CH:10]=[C:6]([CH2:7][CH:8]=[CH2:9])[CH:5]=[CH:4][C:2]=1[O:3][CH2:19][CH:18]=[CH2:17] |f:2.3|. Procedure details: A multi-necked round bottom flask equipped with mechanical stirrer, thermometer, reflux condenser and dropping funnel was charged with 150 g of eugenol, 400 ml of 2-propanol and a gentle flow of N2 was introduced. A 40% NaOH solution (43.9 g NaOH, 1.1 mole in 66 g H2O) was added slowly to the externally cooled reaction vessel at a rate to maintain the internal temperature below 35° C. The mixture was stirred for 10 minutes and 113 ml (1.38 mole) of allyl chloride was added to the flask and heate... Reactants: CC(=O)Oc1cc(OC(C)=O)cc(C(=O)Cl)c1, [Pd], Cc1ccccc1C. Yields the product CC(=O)Oc1cc(C=O)cc(OC(C)=O)c1. As a reaction SMILES: [C:1]([CH3:2])(=[O:3])[O:4][c:5]1[cH:6][c:7]([C:8](=[O:9])[Cl:10])[cH:11][c:12]([O:14][C:15]([CH3:16])=[O:17])[cH:13]1.[Pd:26].[c:18]1([CH3:19])[c:20]([CH3:21])[cH:22][cH:23][cH:24][cH:25]1>>[C:1]([CH3:2])(=[O:3])[O:4][c:5]1[cH:6][c:7]([CH:8]=[O:9])[cH:11][c:12]([O:14][C:15]([CH3:16])=[O:17])[cH:13]1. Reactants: S(=S)(=O)([O-])[O-].[Na+].[Na+] (sodium thiosulfate), NaCO3, [N+](=O)([O-])C1=CC=C(C[C@H](N)C(=O)O)C=C1 (4-nitro-L-phenylalanine), ice, II (iodine). Run in S(O)(O)(=O)=O (sulfuric acid). Conditions: time 18 hour. The product is IC1=C(C[C@H](N)C(=O)O)C=CC(=C1)[N+](=O)[O-] (2-Iodo-4-nitro-L-phenylalanine). Reaction SMILES: [I:1]I.[N+:3]([C:6]1[CH:17]=[CH:16][C:9]([CH2:10][C@@H:11]([C:13]([OH:15])=[O:14])[NH2:12])=[CH:8][CH:7]=1)([O-:5])=[O:4].S([O-])([O-])(=O)=S.[Na+].[Na+]>S(=O)(=O)(O)O>[I:1][C:8]1[CH:7]=[C:6]([N+:3]([O-:5])=[O:4])[CH:17]=[CH:16][C:9]=1[CH2:10][C@@H:11]([C:13]([OH:15])=[O:14])[NH2:12] |f:2.3.4|. Procedure details: A 250 mL round bottomed flask equipped with a magnetic stirrer was charged with 60 mL of fuming sulfuric acid (Aldrich) and 12.1 g of iodine (Aldrich). To the resulting dark red solution was added 10.0 g of 4-nitro-L-phenylalanine by slow addition. The flask was fitted with a CaCl2 drying tube and the reaction mixture was stirred at RT for 18 h. The mixture was then poured onto 300 g of crushed ice. A yellow-brown emulsion resulted which was treated with 7.4 g of sodium thiosulfate and stirred. ... Reactants: ClC1=C2C(=NC=C1)C=C(O2)C2=CC=C(C=C2)C (7-chloro-2-(4-methylphenyl)furo[3,2-b]pyridine), CC1=C2C=CNC2=CC=C1N (4-methyl-1H-indol-5-ylamine). Yields the product CC1=C2C=CNC2=CC=C1NC1=C2C(=NC=C1)C=C(O2)C2=CC=C(C=C2)C ((4-Methyl-1H-indol-5-yl)-(2-p-tolyl-furo[3,2-b]pyridin-7-yl)-amine), solid. The yield is 48.0%. As a reaction SMILES: Cl[C:2]1[CH:7]=[CH:6][N:5]=[C:4]2[CH:8]=[C:9]([C:11]3[CH:16]=[CH:15][C:14]([CH3:17])=[CH:13][CH:12]=3)[O:10][C:3]=12.[CH3:18][C:19]1[C:27]([NH2:28])=[CH:26][CH:25]=[C:24]2[C:20]=1[CH:21]=[CH:22][NH:23]2>>[CH3:18][C:19]1[C:27]([NH:28][C:2]2[CH:7]=[CH:6][N:5]=[C:4]3[CH:8]=[C:9]([C:11]4[CH:16]=[CH:15][C:14]([CH3:17])=[CH:13][CH:12]=4)[O:10][C:3]=23)=[CH:26][CH:25]=[C:24]2[C:20]=1[CH:21]=[CH:22][NH:23]2. Procedure: The title compound was prepared by procedure E using 7-chloro-2-(4-methylphenyl)furo[3,2-b]pyridine (27.00 mg; 0.11 mmol; 1.00 eq.) instead of 7-chloro-2-(3,4,5-trimethoxyphenyl)furo[3,2-b]pyridine, and 4-methyl-1H-indol-5-ylamine (17.01 mg; 0.12 mmol; 1.05 eq.) instead of 6-amino-2,2-difluoro-4H-benzo[1,4]oxazin-3-one, and was obtained as a beige solid (19 mg, 48%). (HPLC (method F): 95%, RT: 4.21 min); 1H NMR (500 MHz, DMSO-d6) δ [ppm] 11.14 (s, 1H), 8.53 (s, 1H), 7.94 (d, J=5.5, 1H), 7.85 (d,... Procedure details: To a solution of 4-(6-nitroindol-1-yl)benzoic acid ethyl ester (0.53 g) in N,N-dimethylformamide (6 mL) was added phosphoryl chloride (0.31 g) under ice cooling and this mixture was stirred at 70° C. overnight. After cooling to ambient temperature, to this reaction mixture was added 2 mol/L aqueous sodium hydroxide solution and this mixture was stirred at 30 minutes. This reaction mixture was poured into 1 mol/L hydrochloric acid, and the precipitated solid was collected by filtration, and washe... The reactants are C(C)OC(C1=CC=C(C=C1)N1C=C(C2=CC=C(C=C12)[N+](=O)[O-])C=O)=O (4-(3-formyl-6-nitroindol-1-yl)benzoic acid ethyl ester), Cl.NO (hydroxylamine hydrochloride), Cl (hydrochloric acid), C(C)(=O)OC(C)=O (acetic anhydride). RXN SMILES: [CH2:1]([O:3][C:4](=[O:25])[C:5]1[CH:10]=[CH:9][C:8]([N:11]2[C:19]3[C:14](=[CH:15][CH:16]=[C:17]([N+:20]([O-:22])=[O:21])[CH:18]=3)[C:13]([CH:23]=O)=[CH:12]2)=[CH:7][CH:6]=1)[CH3:2].Cl.[NH2:27]O.C(OC(=O)C)(=O)C.Cl>O1CCCC1.N1C=CC=CC=1>[CH2:1]([O:3][C:4](=[O:25])[C:5]1[CH:10]=[CH:9][C:8]([N:11]2[C:19]3[C:14](=[CH:15][CH:16]=[C:17]([N+:20]([O-:22])=[O:21])[CH:18]=3)[C:13]([C:23]#[N:27])=[CH:12]2)=[CH:7][CH:6]=1)[CH3:2] |f:1.2|. Product: C(C)OC(C1=CC=C(C=C1)N1C=C(C2=CC=C(C=C12)[N+](=O)[O-])C#N)=O (4-(3-Cyano-6-nitroindol-1 yl)benzoic acid ethyl ester). Solvent: O1CCCC1 (tetrahydrofuran), N1=CC=CC=C1 (pyridine). Isolated yield 28.5%. Conditions: temperature 80 celsius, time 8 hour.